From a dataset of the Open Reaction Database (ORD), a public repository of structured organic reaction records. describe an organic reaction: reactants, conditions, products, and yield The reactants are CC1=C(C=C(C=C1)[N+](=O)[O-])S(=O)(=O)OCC(C)(C)C (2-methyl-5-nitro-benzenesulfonic acid, 2,2-dimethylpropyl ester), BrN1C(CCC1=O)=O (N-bromosuccinimide), Example 24, C(C1=CC=CC=C1)(=O)OOC(C1=CC=CC=C1)=O (benzoyl peroxide). Solvent: C(Cl)(Cl)(Cl)Cl (carbon tetrachloride), C(C)(=O)OCC (ethyl acetate). Conditions: time 8 hour. The product is BrCC1=C(C=C(C=C1)[N+](=O)[O-])S(=O)(=O)OCC(C)(C)C (2-Bromomethyl-5-nitro-benzenesulfonic Acid, 2,2-Dimethylpropyl Ester). Isolated yield 44.0%. As a reaction SMILES: [CH3:1][C:2]1[CH:7]=[CH:6][C:5]([N+:8]([O-:10])=[O:9])=[CH:4][C:3]=1[S:11]([O:14][CH2:15][C:16]([CH3:19])([CH3:18])[CH3:17])(=[O:13])=[O:12].C(OOC(=O)C1C=CC=CC=1)(=O)C1C=CC=CC=1.[Br:38]N1C(=O)CCC1=O>C(Cl)(Cl)(Cl)Cl.C(OCC)(=O)C>[Br:38][CH2:1][C:2]1[CH:7]=[CH:6][C:5]([N+:8]([O-:10])=[O:9])=[CH:4][C:3]=1[S:11]([O:14][CH2:15][C:16]([CH3:19])([CH3:18])[CH3:17])(=[O:13])=[O:12]. Procedure details: To a solution of 2-methyl-5-nitro-benzenesulfonic acid, 2,2-dimethylpropyl ester, Example 24 (1.0 g, 3.48 mmol) in dry carbon tetrachloride (50 mL) was added 126 mg (0.52 mmol) of benzoyl peroxide and 712 mg (4.0 mmol) of recrystallized N-bromosuccinimide. A reflux condensor was attached and the mixture was heated to reflux and stirred overnight. After cooling to room temperature the reaction mixture was diluted with ethyl acetate (250 mL) and washed with water, followed by saturated sodium bica... The reactants are CC(O)c1cccc(C(=O)OC(C)(C)C)c1, CS(=O)(=O)Cl, CCN(C(C)C)C(C)C, ClCCl, O. Product: CC(OS(C)(=O)=O)c1cccc(C(=O)OC(C)(C)C)c1. As a reaction SMILES: [C:1]([CH3:2])([CH3:3])([CH3:4])[O:5][C:6](=[O:7])[c:8]1[cH:9][c:10]([CH:14]([CH3:15])[OH:16])[cH:11][cH:12][cH:13]1.[CH3:26][S:27]([Cl:28])(=[O:29])=[O:30].[CH:17]([N:18]([CH:19]([CH3:20])[CH3:21])[CH2:22][CH3:23])([CH3:24])[CH3:25].[Cl:32][CH2:33][Cl:34].[OH2:31]>>[C:1]([CH3:2])([CH3:3])([CH3:4])[O:5][C:6](=[O:7])[c:8]1[cH:9][c:10]([CH:14]([CH3:15])[O:16][S:27]([CH3:26])(=[O:29])=[O:30])[cH:11][cH:12][cH:13]1. Reactants: ON1C(CCC1=O)=O (N-hydroxysuccinimide), N1([C@H](C(=O)N([C@@H](CC2=CC=CC=C2)C(=O)O)C)CCC1)C(=O)OC(C)(C)C (BocPro-MePheOH), N[C@@H](CCC1=CC=CC=C1)C(=O)OC(=O)C1=CC=CC=C1 (HPheOBz), C1(CCCCC1)N=C=NC1CCCCC1 (dicyclohexylcarbodiimide). Yields the product N1([C@H](C(=O)N([C@@H](CC2=CC=CC=C2)C(=O)N[C@@H](CC2=CC=CC=C2)C(=O)OC(=O)C2=CC=CC=C2)C)CCC1)C(=O)OC(C)(C)C (BocPro-MePhe-PheOBz). The yield is 76.0%. As a reaction SMILES: [N:1]1([C:21]([O:23][C:24]([CH3:27])([CH3:26])[CH3:25])=[O:22])[CH2:20][CH2:19][CH2:18][C@H:2]1[C:3]([N:5]([CH3:17])[C@H:6]([C:14](O)=[O:15])[CH2:7][C:8]1[CH:13]=[CH:12][CH:11]=[CH:10][CH:9]=1)=[O:4].[NH2:28][C@H:29]([C:38]([O:40][C:41]([C:43]1[CH:48]=[CH:47][CH:46]=[CH:45][CH:44]=1)=[O:42])=[O:39])[CH2:30][CH2:31][C:32]1[CH:37]=[CH:36][CH:35]=[CH:34]C=1.C1(N=C=NC2CCCCC2)CCCCC1.ON1C(=O)CCC1=O>>[N:1]1([C:21]([O:23][C:24]([CH3:27])([CH3:26])[CH3:25])=[O:22])[CH2:20][CH2:19][CH2:18][C@H:2]1[C:3]([N:5]([CH3:17])[C@H:6]([C:14]([NH:28][C@H:29]([C:38]([O:40][C:41]([C:43]1[CH:44]=[CH:45][CH:46]=[CH:47][CH:48]=1)=[O:42])=[O:39])[CH2:30][C:31]1[CH:32]=[CH:37][CH:36]=[CH:35][CH:34]=1)=[O:15])[CH2:7][C:8]1[CH:13]=[CH:12][CH:11]=[CH:10][CH:9]=1)=[O:4]. Reported procedure: Condensation of BocProOH (4.30 g.) and HMePheOMe (2.74 g.) by the mixed anhydride method using diphenylphosphinyl chloride gave BocPro-MePheOMe in 77% yield. Demethylation of BocPro-MePheOMe (3.0 g.) using aqueous sodium hydroxide gave BocPro-MePheOH in 83% yield. Condensation of BocPro-MePheOH (1.71 g.) and HPheOBz (2.14 g.) using dicyclohexylcarbodiimide and N-hydroxysuccinimide gave BocPro-MePhe-PheOBz in 76% yield. Debenzylation of BocPro-MePhe-PheOBz (2.0 g.) by hydrogenation with palladium... Starting materials: CC(C)(C)OC(=O)CCC(NC(=O)c1ccc(N)cc1)C(=O)OC(C)(C)C, CCCCCCCCCCCCCCCC(=O)OCC(CSCC(C)C(=O)O)OC(=O)CCCCCCCCCCCCCCC, ClP(Cl)Cl, O, c1ccncc1. Yields the product CCCCCCCCCCCCCCCC(=O)OCC(CSCC(C)C(=O)Nc1ccc(C(=O)NC(CCC(=O)OC(C)(C)C)C(=O)OC(C)(C)C)cc1)OC(=O)CCCCCCCCCCCCCCC. As a reaction SMILES: [C:1]([CH3:2])([CH3:3])([CH3:4])[O:5][C:6]([CH:7]([NH:8][C:9]([c:10]1[cH:11][cH:12][c:13]([NH2:16])[cH:14][cH:15]1)=[O:17])[CH2:18][CH2:19][C:20](=[O:21])[O:22][C:23]([CH3:24])([CH3:25])[CH3:26])=[O:27].[C:28]([CH2:29][CH2:30][CH2:31][CH2:32][CH2:33][CH2:34][CH2:35][CH2:36][CH2:37][CH2:38][CH2:39][CH2:40][CH2:41][CH2:42][CH3:43])(=[O:44])[O:45][CH:46]([CH2:47][S:48][CH2:49][CH:50]([C:51](=[O:52])[OH:53])[CH3:54])[CH2:55][O:56][C:57]([CH2:58][CH2:59][CH2:60][CH2:61][CH2:62][CH2:63][CH2:64][CH2:65][CH2:66][CH2:67][CH2:68][CH2:69][CH2:70][CH2:71][CH3:72])=[O:73].[Cl:81][P:82]([Cl:83])[Cl:84].[OH2:74].[cH:75]1[cH:76][cH:77][n:78][cH:79][cH:80]1>>[C:1]([CH3:2])([CH3:3])([CH3:4])[O:5][C:6]([CH:7]([NH:8][C:9]([c:10]1[cH:11][cH:12][c:13]([NH:16][C:51]([CH:50]([CH2:49][S:48][CH2:47][CH:46]([O:45][C:28]([CH2:29][CH2:30][CH2:31][CH2:32][CH2:33][CH2:34][CH2:35][CH2:36][CH2:37][CH2:38][CH2:39][CH2:40][CH2:41][CH2:42][CH3:43])=[O:44])[CH2:55][O:56][C:57]([CH2:58][CH2:59][CH2:60][CH2:61][CH2:62][CH2:63][CH2:64][CH2:65][CH2:66][CH2:67][CH2:68][CH2:69][CH2:70][CH2:71][CH3:72])=[O:73])[CH3:54])=[O:52])[cH:14][cH:15]1)=[O:17])[CH2:18][CH2:19][C:20](=[O:21])[O:22][C:23]([CH3:24])([CH3:25])[CH3:26])=[O:27]. Reactants: C(Br)(Br)(Br)Br (carbon tetrabromide), C1(=CC=CC=C1)P(C1=CC=CC=C1)C1=CC=CC=C1 (triphenylphosphine), OCCC1=CC=C(C=C1)CCC=1N=C(SC1)NC(C)=O (N-(4-{2-[4-(2-hydroxyethyl)phenyl]ethyl}-1,3-thiazol-2-yl)acetamide). Run in ClCCl (dichloromethane). Conditions: time 3 hour. The product is BrCCC1=CC=C(C=C1)CCC=1N=C(SC1)NC(C)=O (N-(4-{2-[4-(2-bromoethyl)phenyl]ethyl}-1,3-thiazol-2-yl)acetamide). Yield: 88.0%. Reaction SMILES: O[CH2:2][CH2:3][C:4]1[CH:9]=[CH:8][C:7]([CH2:10][CH2:11][C:12]2[N:13]=[C:14]([NH:17][C:18](=[O:20])[CH3:19])[S:15][CH:16]=2)=[CH:6][CH:5]=1.C(Br)(Br)(Br)[Br:22].C1(P(C2C=CC=CC=2)C2C=CC=CC=2)C=CC=CC=1>ClCCl>[Br:22][CH2:2][CH2:3][C:4]1[CH:9]=[CH:8][C:7]([CH2:10][CH2:11][C:12]2[N:13]=[C:14]([NH:17][C:18](=[O:20])[CH3:19])[S:15][CH:16]=2)=[CH:6][CH:5]=1. Reported procedure: To a suspension of N-(4-{2-[4-(2-hydroxyethyl)phenyl]ethyl}-1,3-thiazol-2-yl)acetamide (1.452 g, 4.998 mmol) in anhydrous dichloromethane (60 ml) were added carbon tetrabromide (2.001 g, 6.035 mmol) and triphenylphosphine (1.571 g, 5.989 mmol) and the mixture was stirred at room temperature for 3 hr. The reaction mixture was concentrated under reduced pressure and the residue was purified by silica gel column chromatography (BW-300SP 10 g, ethyl acetate:hexane=2:3→1:1) to give N-(4-{2-[4-(2-brom...